Dataset: the Open Reaction Database (ORD), a public repository of structured organic reaction records. Task: describe an organic reaction: reactants, conditions, products, and yield Reactants: CS(=O)(=O)OCC1=CC2=C(C=N1)N=CN2C=2SC(=C(C2)O[C@H](C)C2=C(C=CC=C2)C(F)(F)F)C(N)=O ([1-(5-carbamoyl-4-{(1R)-1-[2-(trifluoromethyl)phenyl]ethoxy}-2-thienyl)-1H-imidazo[4,5-c]pyridin-6-yl]methyl methanesulfonate), C1(=CC=CC=C1)S(=O)(=O)N1CCNCC1 (benzenesulfonyl piperazine). Solvent: ClCCl (dichloromethane). Conditions: temperature 40 celsius, time 1 hour. Product: C1(=CC=CC=C1)S(=O)(=O)N1CCN(CC1)CC1=CC2=C(C=N1)N=CN2C2=CC(=C(S2)C(=O)N)O[C@H](C)C2=C(C=CC=C2)C(F)(F)F (5-(6-{[4-(phenylsulfonyl)piperazin-1-yl]methyl}-1H-imidazo[4,5-c]pyridin-1-yl)-3-{(1R)-1-[2-(trifluoromethyl)phenyl]ethoxy}thiophene-2-carboxamide). RXN SMILES: CS(O[CH2:6][C:7]1[N:12]=[CH:11][C:10]2[N:13]=[CH:14][N:15]([C:16]3[S:17][C:18]([C:34](=[O:36])[NH2:35])=[C:19]([O:21][C@@H:22]([C:24]4[CH:29]=[CH:28][CH:27]=[CH:26][C:25]=4[C:30]([F:33])([F:32])[F:31])[CH3:23])[CH:20]=3)[C:9]=2[CH:8]=1)(=O)=O.[C:37]1([S:43]([N:46]2[CH2:51][CH2:50][NH:49][CH2:48][CH2:47]2)(=[O:45])=[O:44])[CH:42]=[CH:41][CH:40]=[CH:39][CH:38]=1>ClCCl>[C:37]1([S:43]([N:46]2[CH2:51][CH2:50][N:49]([CH2:6][C:7]3[N:12]=[CH:11][C:10]4[N:13]=[CH:14][N:15]([C:16]5[S:17][C:18]([C:34]([NH2:35])=[O:36])=[C:19]([O:21][C@@H:22]([C:24]6[CH:29]=[CH:28][CH:27]=[CH:26][C:25]=6[C:30]([F:31])([F:32])[F:33])[CH3:23])[CH:20]=5)[C:9]=4[CH:8]=3)[CH2:48][CH2:47]2)(=[O:45])=[O:44])[CH:42]=[CH:41][CH:40]=[CH:39][CH:38]=1. Procedure: 100 mg of [1-(5-carbamoyl-4-{(1R)-1-[2-(trifluoromethyl)phenyl]ethoxy}-2-thienyl)-1H-imidazo[4,5-c]pyridin-6-yl]methyl methanesulfonate are dissolved in 2.5 ml dichloromethane. Under N2 atmosphere benzenesulfonyl piperazine (209 mg) is added. The reaction mixture is stirred at 40° C. for 1 hour and then concentrated to dryness under vacuum. The residue is purified by preparative HPLC (ammonium formate buffer/acetonitrile, elution gradient 97/3 to 0/100 (v/v)) to obtain the title product. Starting materials: NCCO (2-Aminoethanol), ClC1=CC=C(\C=C\2/N=C(OC2=O)C2=CC=C(C=C2)OCCC2=CC=C(C=C2)OC)C=C1 ((4Z)-4-(4-Chlorobenzylidene)-2-{4-[2-(4-methoxyphenyl)ethoxy]phenyl}-1,3-oxazol-5(4H)-one). The solvent is C(C)O (ethanol). Run at temperature 60 celsius, time 3 hour. Yields the product ClC1=CC=C(C=C1)\C=C(\C(=O)NCCO)/NC(C1=CC=C(C=C1)OCCC1=CC=C(C=C1)OC)=O (N-((Z)-2-(4-Chlorophenyl)-1-{[(2-hydroxyethyl)amino]carbonyl}vinyl)-4-[2-(4-methoxyphenyl)ethoxy]benzamide). Yield: 71.1%. RXN SMILES: [NH2:1][CH2:2][CH2:3][OH:4].[Cl:5][C:6]1[CH:35]=[CH:34][C:9](/[CH:10]=[C:11]2\[N:12]=[C:13]([C:17]3[CH:22]=[CH:21][C:20]([O:23][CH2:24][CH2:25][C:26]4[CH:31]=[CH:30][C:29]([O:32][CH3:33])=[CH:28][CH:27]=4)=[CH:19][CH:18]=3)[O:14][C:15]\2=[O:16])=[CH:8][CH:7]=1>C(O)C>[Cl:5][C:6]1[CH:7]=[CH:8][C:9](/[CH:10]=[C:11](\[NH:12][C:13](=[O:14])[C:17]2[CH:22]=[CH:21][C:20]([O:23][CH2:24][CH2:25][C:26]3[CH:27]=[CH:28][C:29]([O:32][CH3:33])=[CH:30][CH:31]=3)=[CH:19][CH:18]=2)/[C:15]([NH:1][CH2:2][CH2:3][OH:4])=[O:16])=[CH:34][CH:35]=1. Procedure: 2-Aminoethanol (18 μL, 0.30 mmol) was added to a solution of ethanol (0.7 mL) containing (4Z)-4-(4-chlorobenzylidene)-2-{-4-[2-(4-methoxyphenyl)ethoxy]phenyl}-1,3-oxazol-5(4H)-one prepared in Example 1 (1c) (108 mg, 0.25 mmol). The mixture was stirred at 60° C. for 3 hours. The solvent was evaporated, and the residue was purified by thin layer chromatography for separation (ethyl acetate:methanol, 30:1, v/v, developed three times) to give 88 mg of the title compound (white amorphous solid, yield... Reactants: COc1ccc(C(=O)Nc2ccc([N+](=O)[O-])cc2)cc1, COc1ccc(P2(=S)SP(=S)(c3ccc(OC)cc3)S2)cc1, Clc1ccccc1. The product is COc1ccc(C(=S)Nc2ccc([N+](=O)[O-])cc2)cc1. Reaction SMILES: [CH3:1][O:2][c:3]1[cH:4][cH:5][c:6]([C:7](=[O:8])[NH:9][c:10]2[cH:11][cH:12][c:13]([N+:16](=[O:17])[O-:18])[cH:14][cH:15]2)[cH:19][cH:20]1.[CH3:21][O:22][c:23]1[cH:24][cH:25][c:26]([P:27]2(=[S:30])[S:28][P:29]([c:31]3[cH:32][cH:33][c:34]([O:35][CH3:36])[cH:37][cH:38]3)(=[S:39])[S:40]2)[cH:41][cH:42]1.[Cl:43][c:44]1[cH:45][cH:46][cH:47][cH:48][cH:49]1>>[CH3:1][O:2][c:3]1[cH:4][cH:5][c:6]([C:7]([NH:9][c:10]2[cH:11][cH:12][c:13]([N+:16](=[O:17])[O-:18])[cH:14][cH:15]2)=[S:30])[cH:19][cH:20]1. Reactants: O=C(Cl)c1ccccc1, ClCCl, COc1cc(-c2cn(C3CCOCC3)c3ncnc(N)c23)ccc1N, c1ccncc1. The product is COc1cc(-c2cn(C3CCOCC3)c3ncnc(N)c23)ccc1NC(=O)c1ccccc1. As a reaction SMILES: [C:32]([c:33]1[cH:34][cH:35][cH:36][cH:37][cH:38]1)(=[O:39])[Cl:40].[Cl:41][CH2:42][Cl:43].[NH2:1][c:2]1[c:3]([O:24][CH3:25])[cH:4][c:5](-[c:8]2[cH:9][n:10]([CH:18]3[CH2:19][CH2:20][O:21][CH2:22][CH2:23]3)[c:11]3[n:12][cH:13][n:14][c:15]([NH2:17])[c:16]23)[cH:6][cH:7]1.[cH:26]1[cH:27][cH:28][n:29][cH:30][cH:31]1>>[NH:1]([c:2]1[c:3]([O:24][CH3:25])[cH:4][c:5](-[c:8]2[cH:9][n:10]([CH:18]3[CH2:19][CH2:20][O:21][CH2:22][CH2:23]3)[c:11]3[n:12][cH:13][n:14][c:15]([NH2:17])[c:16]23)[cH:6][cH:7]1)[C:32]([c:33]1[cH:34][cH:35][cH:36][cH:37][cH:38]1)=[O:39]. Product: C(C(=C)C)(=O)O.C(C(=C)C)(=O)OCC=C.C(C(=C)C)(=O)OC1CCCCC1 (methacrylic acid allyl methacrylate cyclohexyl methacrylate). RXN SMILES: [C:1]([OH:6])(=[O:5])[C:2]([CH3:4])=[CH2:3].[C:7]([O:12][CH2:13][CH:14]=[CH2:15])(=[O:11])[C:8]([CH3:10])=[CH2:9].[C:16]([O:21][CH:22]1[CH2:27][CH2:26][CH2:25][CH2:24][CH2:23]1)(=[O:20])[C:17]([CH3:19])=[CH2:18].N(C(C)(CC(C)C)C#N)=NC(C)(CC(C)C)C#N>COCC(OC(=O)C)C>[C:1]([OH:6])(=[O:5])[C:2]([CH3:4])=[CH2:3].[C:7]([O:12][CH2:13][CH:14]=[CH2:15])(=[O:11])[C:8]([CH3:10])=[CH2:9].[C:16]([O:21][CH:22]1[CH2:27][CH2:26][CH2:25][CH2:24][CH2:23]1)(=[O:20])[C:17]([CH3:19])=[CH2:18] |f:5.6.7|. Solvent: COCC(C)OC(C)=O (1-methoxy-2-acetoxypropane), COCC(C)OC(C)=O (1-methoxy-2-acetoxypropane). The reactants are C(C(=C)C)(=O)O (methacrylic acid), esters, C(C(=C)C)(=O)O (methacrylic acid), C(C(=C)C)(=O)OCC=C (allyl methacrylate), C(C(=C)C)(=O)OC1CCCCC1 (cyclohexyl methacrylate), N(=NC(C#N)(CC(C)C)C)C(C#N)(CC(C)C)C (2,2′-azobis-(2,4′-dimethylvaleronitrile)). Reaction conditions: temperature 70 celsius, time 2 hour. Reported procedure: 803 parts of 1-methoxy-2-acetoxypropane were charged in a reaction vessel and heated under a nitrogen flow so that the internal temperature of the vessel was 70° C. Then a solution in which 54.0 parts of methacrylic acid, 135.6 parts of allyl methacrylate, 90.4 parts of cyclohexyl methacrylate (composition ratio of these methacrylic acid and esters thereof was 28:48:24 in molar ratio), 4.53 parts of dodecylmercaptane and 11.1 parts of V-65 (2,2′-azobis-(2,4′-dimethylvaleronitrile), manufactured ... Starting materials: NC1=NC=CC(=C1)CO ((2-Aminopyridin-4-yl)methanol), Br (hydrobromic acid). Conditions: temperature 120 celsius, time 6 hour. The product is Br.NC1=NC=CC(=C1)CBr (2-Amino-4-bromomethylpyridine hydrobromide). Yield: 71.0%. RXN SMILES: [NH2:1][C:2]1[CH:7]=[C:6]([CH2:8]O)[CH:5]=[CH:4][N:3]=1.[BrH:10]>>[BrH:10].[NH2:1][C:2]1[CH:7]=[C:6]([CH2:8][Br:10])[CH:5]=[CH:4][N:3]=1 |f:2.3|. Procedure details: (2-Aminopyridin-4-yl)methanol (15 g, 12 mmol) was suspended in a 47% aqueous hydrobromic acid solution (120 mL, 72 mmol) at room temperature, and the mixture was stirred for 6 hours at outer temperature 120° C. The mixture was stirred for 15 hours at room temperature, then the precipitated solid was filtered off and washed with ethyl acetate. The solid was dried under reduced pressure to give 23 g of the title reference compound as a gray solid. (Yield 71%) The reactants are C=CCC1(C(=O)Nc2cccc(Cl)c2)CCNCC1, CCN(C(C)C)C(C)C, CC(C)O, Cc1c[nH]c2ncnc(Cl)c12, ClCCl. Product: C=CCC1(C(=O)Nc2cccc(Cl)c2)CCN(c2ncnc3[nH]cc(C)c23)CC1. Reaction SMILES: [CH2:1]([CH:2]=[CH2:3])[C:4]1([C:10](=[O:11])[NH:12][c:13]2[cH:14][c:15]([Cl:19])[cH:16][cH:17][cH:18]2)[CH2:5][CH2:6][NH:7][CH2:8][CH2:9]1.[CH:31]([N:32]([CH2:33][CH3:34])[CH:35]([CH3:36])[CH3:37])([CH3:38])[CH3:39].[CH:40]([OH:41])([CH3:42])[CH3:43].[Cl:20][c:21]1[c:22]2[c:23]([n:24][cH:25][n:26]1)[nH:27][cH:28][c:29]2[CH3:30].[Cl:44][CH2:45][Cl:46]>>[CH2:1]([CH:2]=[CH2:3])[C:4]1([C:10](=[O:11])[NH:12][c:13]2[cH:14][c:15]([Cl:19])[cH:16][cH:17][cH:18]2)[CH2:5][CH2:6][N:7]([c:21]2[c:22]3[c:23]([n:24][cH:25][n:26]2)[nH:27][cH:28][c:29]3[CH3:30])[CH2:8][CH2:9]1. The reactants are CS(=O)(=O)C=1C=CC2=C(NC(OC2=O)=O)C1 (7-methanesulfonyl-1H-benzo[d][1,3]oxazine-2,4-dione), C(C)(CC)C1=CC=C(N)C=C1 (4-sec-butylaniline). Solvent: CN(C=O)C (N,N-dimethylformamide), O (water). The product is NC1=C(C(=O)NC2=CC=C(C=C2)C(C)CC)C=CC(=C1)S(=O)(=O)C (2-amino-N-(4-sec-butyl-phenyl)-4-methanesulfonyl-benzamide). Reaction SMILES: [CH3:1][S:2]([C:5]1[CH:6]=[CH:7][C:8]2[C:13](=[O:14])OC(=O)[NH:10][C:9]=2[CH:16]=1)(=[O:4])=[O:3].[CH:17]([C:21]1[CH:27]=[CH:26][C:24]([NH2:25])=[CH:23][CH:22]=1)([CH2:19][CH3:20])[CH3:18]>CN(C)C=O.O>[NH2:10][C:9]1[CH:16]=[C:5]([S:2]([CH3:1])(=[O:3])=[O:4])[CH:6]=[CH:7][C:8]=1[C:13]([NH:25][C:24]1[CH:26]=[CH:27][C:21]([CH:17]([CH2:19][CH3:20])[CH3:18])=[CH:22][CH:23]=1)=[O:14]. Procedure: A solution of 7-methanesulfonyl-1H-benzo[d][1,3]oxazine-2,4-dione (0.98 g, 3.8 mmol) and 4-sec-butylaniline (0.57 g, 3.8 mmol) in N,N-dimethylformamide (30 mL) was stirred at 115° C. for 16 hours, cooled to room temperature, diluted with water (50 mL), extracted with ethyl acetate (2×100 mL), and concentrated using a rotary evaporator. The residue was further purified by column chromatography (SiO2, hexane/ethyl acetate=2:1) to provide 2-amino-N-(4-sec-butyl-phenyl)-4-methanesulfonyl-benzamide. ... Reactants: COCOc1cccnc1C(=O)c1cccc(Br)c1, CC(C)=O. The product is O=C(c1cccc(Br)c1)c1ncccc1O. Reaction SMILES: [Br:1][c:2]1[cH:3][c:4]([C:5](=[O:6])[c:7]2[n:8][cH:9][cH:10][cH:11][c:12]2[O:13][CH2:14][O:15][CH3:16])[cH:17][cH:18][cH:19]1.[CH3:20][C:21](=[O:22])[CH3:23]>>[Br:1][c:2]1[cH:3][c:4]([C:5](=[O:6])[c:7]2[n:8][cH:9][cH:10][cH:11][c:12]2[OH:13])[cH:17][cH:18][cH:19]1.